From a dataset of the Open Reaction Database (ORD), a public repository of structured organic reaction records. describe an organic reaction: reactants, conditions, products, and yield Reactants: ClC=1C=CC(=C(C1)CN(C)CCC(C1=CC=CC=C1)O)F (N-(5-chloro-2-fluorophenyl)methyl-N-methyl-3-hydroxy-3-phenylpropylamine), [H-].[Na+] (sodium hydride). The solvent is CS(=O)C (DMSO). Yields the product ClC=1C=CC2=C(CN(CCC(O2)C2=CC=CC=C2)C)C1 (8-Chloro-5-methyl2-phenyl-2,3,4,5-tetrahydro-[6H]-1,5-benzoxazocine). Yield: 55.2%. Reaction SMILES: [Cl:1][C:2]1[CH:3]=[CH:4][C:5](F)=[C:6]([CH2:8][N:9]([CH2:11][CH2:12][CH:13]([OH:20])[C:14]2[CH:19]=[CH:18][CH:17]=[CH:16][CH:15]=2)[CH3:10])[CH:7]=1.[H-].[Na+]>CS(C)=O>[Cl:1][C:2]1[CH:3]=[CH:4][C:5]2[O:20][CH:13]([C:14]3[CH:19]=[CH:18][CH:17]=[CH:16][CH:15]=3)[CH2:12][CH2:11][N:9]([CH3:10])[CH2:8][C:6]=2[CH:7]=1 |f:1.2|. Procedure: A mixture of N-(5-chloro-2-fluorophenyl)methyl-N-methyl-3-hydroxy-3-phenylpropylamine (3.1 g), 50% sodium hydride dispersion (480 mg) and DMSO (100 ml) was maintained at 50° under nitrogen for 12 h. The mixture was poured onto water (500 ml) and extracted with ether (3×300 ml) The combined organic extracts were washed, dried and evaporated. Chromatography of the residue on silica (Woelm Grade 1) using ethyl acetate as eluant gave the title compound (1.6 g). This was converted to the tosylate in ... Reactants: O=[N+]([O-])c1cccnc1Cl, CN(C)C=O, O=S(=O)(CCS)c1ccccc1. Yields the product O=[N+]([O-])c1cccnc1SCCS(=O)(=O)c1ccccc1. Reaction SMILES: [Cl:13][c:14]1[n:15][cH:16][cH:17][cH:18][c:19]1[N+:20](=[O:21])[O-:22].[O:23]=[CH:24][N:25]([CH3:26])[CH3:27].[c:1]1([S:7](=[O:8])(=[O:9])[CH2:10][CH2:11][SH:12])[cH:2][cH:3][cH:4][cH:5][cH:6]1>>[c:1]1([S:7](=[O:8])(=[O:9])[CH2:10][CH2:11][S:12][c:14]2[n:15][cH:16][cH:17][cH:18][c:19]2[N+:20](=[O:21])[O-:22])[cH:2][cH:3][cH:4][cH:5][cH:6]1.